This data is from the Open Reaction Database (ORD), a public repository of structured organic reaction records. The task is: describe an organic reaction: reactants, conditions, products, and yield Starting materials: CC(C)(C)N=C=O, [Na+], C1CCOC1, [OH-], O=C1Cc2c(CCO)cccc2N1, c1ccncc1. The product is CC(C)(C)NC(=O)OCCc1cccc2c1CC(=O)N2. RXN SMILES: [C:1]([CH3:2])([CH3:3])([CH3:4])[N:5]=[C:6]=[O:7].[Na+:22].[O:23]1[CH2:24][CH2:25][CH2:26][CH2:27]1.[OH-:21].[OH:8][CH2:9][CH2:10][c:11]1[c:12]2[c:16]([cH:17][cH:18][cH:19]1)[NH:15][C:14](=[O:20])[CH2:13]2.[cH:28]1[cH:29][cH:30][n:31][cH:32][cH:33]1>>[C:1]([CH3:2])([CH3:3])([CH3:4])[NH:5][C:6](=[O:7])[O:8][CH2:9][CH2:10][c:11]1[c:12]2[c:16]([cH:17][cH:18][cH:19]1)[NH:15][C:14](=[O:20])[CH2:13]2.